Dataset: the Open Reaction Database (ORD), a public repository of structured organic reaction records. Task: describe an organic reaction: reactants, conditions, products, and yield Starting materials: ClCCOCCOCCO (2-[2-(2-chloroethoxy)-ethoxy]-ethanol), [I-].[Na+] (sodium iodide), C(O)([O-])=O.[Na+] (sodium hydrogencarbonate). The solvent is CC(=O)C (Acetone). The product is ICCOCCOCCO (2-[2-(2-iodoethoxy)-ethoxy]-ethanol). Yield: 80.8%. RXN SMILES: Cl[CH2:2][CH2:3][O:4][CH2:5][CH2:6][O:7][CH2:8][CH2:9][OH:10].[I-:11].[Na+].C(=O)([O-])O.[Na+]>CC(C)=O>[I:11][CH2:2][CH2:3][O:4][CH2:5][CH2:6][O:7][CH2:8][CH2:9][OH:10] |f:1.2,3.4|. Procedure details: A 25 ml reaction flask, equipped with a reflux condenser, an oil bath and a magnetic stirrer was charged with 2 g (11.9 mmol) of 2-[2-(2-chloroethoxy)-ethoxy]-ethanol (Fluka), 4 g of sodium iodide and 3 g of sodium hydrogencarbonate in 20 ml of Acetone. The reaction mixture is refluxed over night and when cold, filtered. The filtrate is concentrated at the rotavap, dissolved in 5 ml of CH2Cl2 and filtered again. Then the filtrate is concentrated again at the rotavap to yield 2.5 g of a yellow oi... Reactants: C1(CC1)C1(CN(C1)C1=CC(=NC(=N1)S(=O)(=O)C)NC1=CC(=NN1)C)F (6-(3-cyclopropyl-3-fluoroazetidin-1-yl)-N-(3-methyl-1H-pyrazol-5-yl)-2-(methylsulfonyl)pyrimidin-4-amine), NC1=CC=C(C=N1)S (6-aminopyridine-3-thiol). The solvent is CN(C)C=O (DMF), C(C)OC(C)=O (ethylacetate), C(=O)(O)[O-].[Na+] (NaHCO3). Run at time 2 hour. The product is NC1=CC=C(C=N1)SC1=NC(=CC(=N1)NC1=CC(=NN1)C)N1CC(C1)(F)C1CC1 (2-(6-aminopyridin-3-ylthio)-6-(3-cyclopropyl-3-fluoroazetidin-1-yl)-N-(3-methyl-1H-pyrazol-5-yl)pyrimidin-4-amine). Isolated yield 30.0%. As a reaction SMILES: [CH:1]1([C:4]2([F:25])[CH2:7][N:6]([C:8]3[N:13]=[C:12]([S:14]([CH3:17])(=O)=O)[N:11]=[C:10]([NH:18][C:19]4[NH:23][N:22]=[C:21]([CH3:24])[CH:20]=4)[CH:9]=3)[CH2:5]2)[CH2:3][CH2:2]1.[NH2:26][C:27]1[N:32]=[CH:31]C(S)=[CH:29][CH:28]=1>CN(C=O)C.C(OC(=O)C)C.C([O-])(O)=O.[Na+]>[NH2:26][C:27]1[N:32]=[CH:31][C:17]([S:14][C:12]2[N:11]=[C:10]([NH:18][C:19]3[NH:23][N:22]=[C:21]([CH3:24])[CH:20]=3)[CH:9]=[C:8]([N:6]3[CH2:7][C:4]([CH:1]4[CH2:3][CH2:2]4)([F:25])[CH2:5]3)[N:13]=2)=[CH:29][CH:28]=1 |f:4.5|. Reported procedure: A solution of 6-(3-cyclopropyl-3-fluoroazetidin-1-yl)-N-(3-methyl-1H-pyrazol-5-yl)-2-(methylsulfonyl)pyrimidin-4-amine (880 mg, 2.4 mmol) and 6-aminopyridine-3-thiol) (300 mg, 2.4 mmol) in DMF (10 ml) was heated to 80° C. and stirred for 2 hrs. The reaction was diluted with ethylacetate (150 ml) and Sat. NaHCO3 (50 ml) and the organic layer washed with brine (50 ml), dried (MgSO4) and concentrated to give an oil. The residue was purified by flash column chromatography eluting with Pentane/EtOAc ... Reactants: N1CCCC1 (pyrrolidine), COC1=CC=C2CCCC(C2=C1)=O (7-methoxy-1-tetraione), [N+](=O)([O-])C=1C=C(C=O)C=CC1 (3-nitrobenzaldehyde). Solvent: CO (methanol). Product: COC1=CC=C2CCC(C(C2=C1)=O)=CC1=CC(=CC=C1)[N+](=O)[O-] (7-methoxy-2-(3-nitrobenzylidene)-3,4-dihydro-2H-napthalen-1-one). Yield: 71.0%. Reaction SMILES: N1CCCC1.[CH3:6][O:7][C:8]1[CH:17]=[C:16]2[C:11]([CH2:12][CH2:13][CH2:14][C:15]2=[O:18])=[CH:10][CH:9]=1.[N+:19]([C:22]1[CH:23]=[C:24]([CH:27]=[CH:28][CH:29]=1)[CH:25]=O)([O-:21])=[O:20]>CO>[CH3:6][O:7][C:8]1[CH:17]=[C:16]2[C:11]([CH2:12][CH2:13][C:14](=[CH:25][C:24]3[CH:27]=[CH:28][CH:29]=[C:22]([N+:19]([O-:21])=[O:20])[CH:23]=3)[C:15]2=[O:18])=[CH:10][CH:9]=1. Procedure details: 2.5 mL (30.1 mmol) of pyrrolidine were added to a room temperature (about 25° C.) solution of 5.30 g (30.1 mmol) of 7-methoxy-1-tetraione and 4.55 g (30.1 mmol) of 3-nitrobenzaldehyde in 25 mL methanol. The reaction flask was fitted with a soxhlet extractor containing a thimble filled with 3 Å molecular sieves and a reflux condenser was placed on top of the soxhlet extractor. The reaction mixture was heated to reflux under N2 for 18 hours, cooled to room temperature and filtered. The precipitate... Starting materials: Cl.C(C1=CC=CC=C1)N1SC=CC1=O (2-benzyl-4-isothiazolin-3-one hydrochloride salt), benzyl. Run in O (water). The product is C(C1=CC=CC=C1)N1SC=CC1=O (2-benzyl-4-isothiazolin-3-one). Isolated yield 47.0%. Reaction SMILES: Cl.[CH2:2]([N:9]1[C:13](=[O:14])[CH:12]=[CH:11][S:10]1)[C:3]1[CH:8]=[CH:7][CH:6]=[CH:5][CH:4]=1>O>[CH2:2]([N:9]1[C:13](=[O:14])[CH:12]=[CH:11][S:10]1)[C:3]1[CH:4]=[CH:5][CH:6]=[CH:7][CH:8]=1 |f:0.1|. Reported procedure: To a suspension of 58.2 g (0.15 mol) of N,N'-bis-benzyl-3,3'-dithiodipropionamide in 500 ml of ethylene dichloride at 10-15° C. was added dropwise 63.6 g (0.473 mol) of sulfuryl chloride. A clear, light amber solution resulted. After stirring overnight, the solution was concentrated to give about one half volume. Cream-colored solid separated and was collected by filtration, yielding 36.1 g of 2-benzyl-4-isothiazolin-3-one hydrochloride salt; 1.5 g of additional solid separated in the filtrate b... Reactants: C(CCCC)S(=O)(=O)N (1-pentanesulfonamide), Cl (HCl), [OH-].[Na+] (NaOH), ClC1=CC=C(C=C1)N=C=O (4-chlorophenyl isocyanate). The solvent is O (water), CC(=O)C (acetone). Run at time 8 hour. The product is ClC1=CC=C(C=C1)NC(=O)NS(=O)(=O)CCCCC (N-(4-chlorophenyl)-N'-1-pentanesulfonylurea). Yield: 73.5%. As a reaction SMILES: [CH2:1]([S:6]([NH2:9])(=[O:8])=[O:7])[CH2:2][CH2:3][CH2:4][CH3:5].[OH-].[Na+].[Cl:12][C:13]1[CH:18]=[CH:17][C:16]([N:19]=[C:20]=[O:21])=[CH:15][CH:14]=1.Cl>O.CC(C)=O>[Cl:12][C:13]1[CH:18]=[CH:17][C:16]([NH:19][C:20]([NH:9][S:6]([CH2:1][CH2:2][CH2:3][CH2:4][CH3:5])(=[O:8])=[O:7])=[O:21])=[CH:15][CH:14]=1 |f:1.2|. Reported procedure: The general method of procedure A was followed with 1-pentanesulfonamide (10 g), acetone (200 ml), 1N NaOH (66 ml) and 4-chlorophenyl isocyanate (9.6 g). 1N HCl (66 ml) was used to acidify the solution. Additional water was added and after standing overnight the solid was isolated and dried to provide 14 g of product.